From a dataset of the Open Reaction Database (ORD), a public repository of structured organic reaction records. describe an organic reaction: reactants, conditions, products, and yield The reactants are CCOC(C)=O, O=C([O-])O, CCCCOCCOc1ccc(-c2ccc3c(c2)C=C(C(=O)Nc2ccc(S(=O)Cc4ccccc4OCOC)cc2)CCN3CC(C)C)cc1, CO, Cl, [Na+]. Product: CCCCOCCOc1ccc(-c2ccc3c(c2)C=C(C(=O)Nc2ccc(S(=O)Cc4ccccc4O)cc2)CCN3CC(C)C)cc1. As a reaction SMILES: [C:52]([O:53][CH2:54][CH3:55])(=[O:56])[CH3:57].[C:59](=[O:60])([OH:61])[O-:62].[CH2:1]([CH2:2][CH2:3][CH3:4])[O:5][CH2:6][CH2:7][O:8][c:9]1[cH:10][cH:11][c:12](-[c:15]2[cH:16][cH:17][c:18]3[c:19]([cH:51]2)[CH:20]=[C:21]([C:29](=[O:30])[NH:31][c:32]2[cH:33][cH:34][c:35]([S:38](=[O:39])[CH2:40][c:41]4[c:42]([O:47][CH2:48][O:49][CH3:50])[cH:43][cH:44][cH:45][cH:46]4)[cH:36][cH:37]2)[CH2:22][CH2:23][N:24]3[CH2:25][CH:26]([CH3:27])[CH3:28])[cH:13][cH:14]1.[CH3:64][OH:65].[ClH:58].[Na+:63]>>[CH2:1]([CH2:2][CH2:3][CH3:4])[O:5][CH2:6][CH2:7][O:8][c:9]1[cH:10][cH:11][c:12](-[c:15]2[cH:16][cH:17][c:18]3[c:19]([cH:51]2)[CH:20]=[C:21]([C:29](=[O:30])[NH:31][c:32]2[cH:33][cH:34][c:35]([S:38](=[O:39])[CH2:40][c:41]4[c:42]([OH:47])[cH:43][cH:44][cH:45][cH:46]4)[cH:36][cH:37]2)[CH2:22][CH2:23][N:24]3[CH2:25][CH:26]([CH3:27])[CH3:28])[cH:13][cH:14]1. Starting materials: O=C([O-])[O-], COc1ccccc1B(O)O, Fc1cccc(F)c1Br, [K+], [K+]. The product is COc1ccccc1-c1c(F)cccc1F. RXN SMILES: [C:21](=[O:22])([O-:23])[O-:24].[CH3:10][O:11][c:12]1[c:13]([B:18]([OH:19])[OH:20])[cH:14][cH:15][cH:16][cH:17]1.[F:1][c:2]1[c:3]([Br:9])[c:4]([F:8])[cH:5][cH:6][cH:7]1.[K+:25].[K+:26]>>[F:1][c:2]1[c:3](-[c:13]2[c:12]([O:11][CH3:10])[cH:17][cH:16][cH:15][cH:14]2)[c:4]([F:8])[cH:5][cH:6][cH:7]1. The reactants are BrCCCC=C (5-bromopent-1-ene), [Mg] (magnesium), FC(C1=CC=C(C=O)C=C1)(F)F (4-(Trifluoromethyl)benzaldehyde). Run in O1CCCC1 (tetrahydrofuran). Conditions: temperature 0 celsius, time 30 minute. The product is FC(C1=CC=C(C=C1)C(CCCC=C)O)(F)F (1-[4-(trifluoromethyl)phenyl]hex-5-en-1-ol). As a reaction SMILES: Br[CH2:2][CH2:3][CH2:4][CH:5]=[CH2:6].[Mg].[F:8][C:9]([F:19])([F:18])[C:10]1[CH:17]=[CH:16][C:13]([CH:14]=[O:15])=[CH:12][CH:11]=1>O1CCCC1>[F:8][C:9]([F:18])([F:19])[C:10]1[CH:17]=[CH:16][C:13]([CH:14]([OH:15])[CH2:6][CH2:5][CH2:4][CH:3]=[CH2:2])=[CH:12][CH:11]=1. Procedure details: A mixture of 5-bromopent-1-ene (6.0 g, 40 mmol) and magnesium (1.44 g, 59.2 mmol) in tetrahydrofuran (40 mL) was stirred at 0° C. for 30 minutes. 4-(Trifluoromethyl)benzaldehyde (4.6 g, 26 mmol) was added drop-wise, and the reaction mixture was stirred at room temperature for 4 hours, then quenched by addition of water (30 mL). After extraction with ethyl acetate (3×15 mL), the combined organic layers were washed with saturated aqueous sodium chloride solution (10 mL), dried over sodium sulfate,... Starting materials: C[N+]1=NN(N=C1[S-])C(CC)C (1-methyl-3-(1-methylpropyl)tetrazolium-5-thiolate), C([O-])(O)=O.[Na+] (sodium bicarbonate), S(O)(O)(=O)=O (sulfuric acid), [OH-].[Na+] (sodium hydroxide), C([O-])(O)=O.[Na+] (sodium bicarbonate), F[B-](F)(F)F.[Na+] (sodium fluoroborate). The solvent is O (water). Conditions: time 13 hour. Yields the product F[B-](F)(F)F.C[N+]1=NN(N=C1SC(CC)C)C(CC)C (1-methyl-3-(1-methylpropyl)-5-(1-methylpropylthio)tetrazolium tetrafluoroborate). Yield: 150.0%. As a reaction SMILES: [CH3:1][N+:2]1[C:6]([S-:7])=[N:5][N:4]([CH:8]([CH3:11])[CH2:9][CH3:10])[N:3]=1.S(=O)(=O)(O)O.[OH-].[Na+].C(=O)(O)[O-].[Na+].[F:24][B-:25]([F:28])([F:27])[F:26].[Na+]>O>[F:24][B-:25]([F:28])([F:27])[F:26].[CH3:1][N+:2]1[C:6]([S:7][CH:8]([CH3:11])[CH2:9][CH3:10])=[N:5][N:4]([CH:8]([CH3:11])[CH2:9][CH3:10])[N:3]=1 |f:2.3,4.5,6.7,9.10|. Procedure: 1-methyl-3-(1-methylpropyl)tetrazolium-5-thiolate (173.7 mg, 1.0 mmol) was introduced into a recovery flask; concentrated sulfuric acid (1.7 mL) and C2H5(CH3)CHOH (s-BuOH, 92.0 μL, 1.0 mmol) were added to this; and stirring was performed for 13 hours. Then, while on an ice bath, an aqueous sodium hydroxide solution (30.0 mmol, 10 mL) and aqueous sodium bicarbonate (30.0 mmol, 10.0 mL) were added dropwise using a dropping funnel. More aqueous sodium bicarbonate was added to bring to neutrality (p... Starting materials: C(C)N (ethylamine), Cl (hydrochloric acid), C(C)(=O)C1(CCC1)C1=CC(=C(C=C1)Cl)Cl (1-acetyl-1-(3,4-dichlorophenyl)cyclobutane). Run in C(=O)O (formic acid), O (water), C(=O)O (formic acid), O (water). Run at temperature 140 celsius. Product: Cl.C(C)NC(C)C1(CCC1)C1=CC=C(C=C1)Cl (N-ethyl-1-[1-(4-chlorophenyl)cyclobutyl]ethylamine hydrochloride). Reaction SMILES: [CH2:1]([NH2:3])[CH3:2].[C:4]([C:7]1([C:11]2[CH:16]=[CH:15][C:14]([Cl:17])=[C:13](Cl)[CH:12]=2)[CH2:10][CH2:9][CH2:8]1)(=O)[CH3:5].Cl>C(O)=O.O>[ClH:17].[CH2:1]([NH:3][CH:4]([C:7]1([C:11]2[CH:12]=[CH:13][C:14]([Cl:17])=[CH:15][CH:16]=2)[CH2:8][CH2:9][CH2:10]1)[CH3:5])[CH3:2] |f:5.6|. Reported procedure: A mixture of 70% aqueous ethylamine (50 ml) and water (100 ml) was gradually mixed with a mixture of 98% formic acid (50 ml) and water (100 ml) to give a neutral solution which was evaporated at 100° C./100 mm Hg until 180 ml of water had been collected. The residue was heated to 140° C. and 1-acetyl-1-(4-chlorophenyl)cyclobutane (10.4 g) prepared in a similar manner to that described in Example 1 for 1-acetyl-1-(3,4-dichlorophenyl)cyclobutane and 98% formic acid (10 ml) were added. The mixture ...